This data is from the Open Reaction Database (ORD), a public repository of structured organic reaction records. The task is: describe an organic reaction: reactants, conditions, products, and yield Starting materials: CNC1=CN=C2C=CC(N(C2=C1)CC=O)=O ((7-(methylamino)-2-oxo-1,5-naphthyridin-1(2H)-yl)acetaldehyde), O1CCOC=2C=NC(=CC21)CN(C(OC(C)(C)C)=O)C2CCNCC2 (tert-butyl (2,3-dihydro(1,4)dioxino(2,3-c)pyridin-7-ylmethyl)(piperidin-4-yl)carbamate), C(O)([O-])=O.[Na+] (sodium hydrogen carbonate), C(C)(=O)O[BH-](OC(C)=O)OC(C)=O.[Na+] (sodium triacetoxyborohydride). The solvent is ClCCl (dichloromethane), C(C)(=O)O (acetic acid), C(Cl)(Cl)Cl (chloroform). Conditions: time 5 minute. The product is O1CCOC=2C=NC(=CC21)CN(C(OC(C)(C)C)=O)C2CCN(CC2)CCN2C(C=CC1=NC=C(C=C21)NC)=O (tert-butyl (2,3-dihydro(1,4)dioxino(2,3-c)pyridin-7-ylmethyl)(1-(2-(7-(methylamino)-2-oxo-1,5-naphthyridin-1(2H)-yl)ethyl)piperidin-4-yl)carbamate). Isolated yield 31.7%. RXN SMILES: [CH3:1][NH:2][C:3]1[CH:12]=[C:11]2[C:6]([CH:7]=[CH:8][C:9](=[O:16])[N:10]2[CH2:13][CH:14]=O)=[N:5][CH:4]=1.[O:17]1[C:26]2[CH:25]=[C:24]([CH2:27][N:28]([CH:36]3[CH2:41][CH2:40][NH:39][CH2:38][CH2:37]3)[C:29](=[O:35])[O:30][C:31]([CH3:34])([CH3:33])[CH3:32])[N:23]=[CH:22][C:21]=2[O:20][CH2:19][CH2:18]1.C(O[BH-](OC(=O)C)OC(=O)C)(=O)C.[Na+].C(=O)([O-])O.[Na+]>ClCCl.C(O)(=O)C.C(Cl)(Cl)Cl>[O:17]1[C:26]2[CH:25]=[C:24]([CH2:27][N:28]([CH:36]3[CH2:41][CH2:40][N:39]([CH2:14][CH2:13][N:10]4[C:11]5[C:6](=[N:5][CH:4]=[C:3]([NH:2][CH3:1])[CH:12]=5)[CH:7]=[CH:8][C:9]4=[O:16])[CH2:38][CH2:37]3)[C:29](=[O:35])[O:30][C:31]([CH3:34])([CH3:33])[CH3:32])[N:23]=[CH:22][C:21]=2[O:20][CH2:19][CH2:18]1 |f:2.3,4.5|. Procedure details: To 76 mg of (7-(methylamino)-2-oxo-1,5-naphthyridin-1(2H)-yl)acetaldehyde, a solution of 0.11 g of tert-butyl (2,3-dihydro(1,4)dioxino(2,3-c)pyridin-7-ylmethyl)(piperidin-4-yl)carbamate in 2.5 mL of dichloromethane and 19 μL of acetic acid were added, and the mixture was stirred at room temperature for 5 minutes. To the reaction mixture, 0.10 g of sodium triacetoxyborohydride was added, and the mixture was stirred at the same temperature for 2 hours 20 minutes. Thereto was added chloroform and t... The reactants are CC(C)(C)OC(=O)N1CCCC(C2NC(C(=O)N3CCN(CCCc4ccccc4)CC3)CS2)C1, O=C([O-])O, ClCCl, [Na+], O=C(O)C(F)(F)F. Yields the product O=C(C1CSC(C2CCCNC2)N1)N1CCN(CCCc2ccccc2)CC1. Reaction SMILES: [C:1]([O:2][C:3](=[O:4])[N:8]1[CH2:9][CH:10]([CH:14]2[S:15][CH2:16][CH:17]([C:19](=[O:20])[N:21]3[CH2:22][CH2:23][N:24]([CH2:27][CH2:28][CH2:29][c:30]4[cH:31][cH:32][cH:33][cH:34][cH:35]4)[CH2:25][CH2:26]3)[NH:18]2)[CH2:11][CH2:12][CH2:13]1)([CH3:5])([CH3:6])[CH3:7].[C:43](=[O:44])([O-:45])[OH:46].[Cl:48][CH2:49][Cl:50].[Na+:47].[OH:36][C:37]([C:38]([F:39])([F:40])[F:41])=[O:42]>>[NH:8]1[CH2:9][CH:10]([CH:14]2[S:15][CH2:16][CH:17]([C:19](=[O:20])[N:21]3[CH2:22][CH2:23][N:24]([CH2:27][CH2:28][CH2:29][c:30]4[cH:31][cH:32][cH:33][cH:34][cH:35]4)[CH2:25][CH2:26]3)[NH:18]2)[CH2:11][CH2:12][CH2:13]1. As a reaction SMILES: [BrH:18].[CH3:1][O:2][c:3]1[cH:4][c:5]2[cH:6][c:7]([N+:13](=[O:14])[O-:15])[cH:8][n:9][c:10]2[cH:11][cH:12]1.[Na+:17].[OH-:16]>>[OH:2][c:3]1[cH:4][c:5]2[cH:6][c:7]([N+:13](=[O:14])[O-:15])[cH:8][n:9][c:10]2[cH:11][cH:12]1. Reactants: Br, COc1ccc2ncc([N+](=O)[O-])cc2c1, [Na+], [OH-]. The product is O=[N+]([O-])c1cnc2ccc(O)cc2c1. The product is BrC1=C2C=CC(=CC2=CC=C1)S(=O)(=O)OCC(C)(C)C (NEOPENTYL 5-BROMONAPHTHALENE-2-SULFONATE). Reported procedure: Solid neopentyl alcohol (2.7 grams; 30.8 mmol) was added at room temperature to a solution of 5-bromonaphthalene-2-sulfonyl chloride (8.5 grams; 28 mmol) in 40 mL of pyridine. The reaction mixture was stirred at room temperature overnight (about 16 hours). The reaction mixture was co-distilled with toluene (about 100 mL) and the resulting oil poured into water to give a pale yellow solid which was filtered and dried. The solid was further purified by silica gel chromatography (EtOAc: Hexane 1:8)... Conditions: time 16 hour. The reactants are O (water), C(C(C)(C)C)O (neopentyl alcohol), BrC1=C2C=CC(=CC2=CC=C1)S(=O)(=O)Cl (5-bromonaphthalene-2-sulfonyl chloride), C1(=CC=CC=C1)C (toluene). As a reaction SMILES: [CH2:1]([OH:6])[C:2]([CH3:5])([CH3:4])[CH3:3].[Br:7][C:8]1[CH:17]=[CH:16][CH:15]=[C:14]2[C:9]=1[CH:10]=[CH:11][C:12]([S:18](Cl)(=[O:20])=[O:19])=[CH:13]2.C1(C)C=CC=CC=1.O>N1C=CC=CC=1>[Br:7][C:8]1[CH:17]=[CH:16][CH:15]=[C:14]2[C:9]=1[CH:10]=[CH:11][C:12]([S:18]([O:6][CH2:1][C:2]([CH3:5])([CH3:4])[CH3:3])(=[O:19])=[O:20])=[CH:13]2. The solvent is N1=CC=CC=C1 (pyridine). Reactants: CCCSC1CCN(c2ccc(N3CCN(c4ccc(C(=O)OCC)cc4)CC3)cc2)CC1, CCO, [Na+], C1CCOC1, [OH-]. Product: CCCSC1CCN(c2ccc(N3CCN(c4ccc(C(=O)O)cc4)CC3)cc2)CC1. Reaction SMILES: [CH2:1]([CH3:2])[O:3][C:4]([c:5]1[cH:6][cH:7][c:8]([N:11]2[CH2:12][CH2:13][N:14]([c:17]3[cH:18][cH:19][c:20]([N:23]4[CH2:24][CH2:25][CH:26]([S:29][CH2:30][CH2:31][CH3:32])[CH2:27][CH2:28]4)[cH:21][cH:22]3)[CH2:15][CH2:16]2)[cH:9][cH:10]1)=[O:33].[CH3:36][CH2:37][OH:38].[Na+:35].[O:39]1[CH2:40][CH2:41][CH2:42][CH2:43]1.[OH-:34]>>[O:3]=[C:4]([c:5]1[cH:6][cH:7][c:8]([N:11]2[CH2:12][CH2:13][N:14]([c:17]3[cH:18][cH:19][c:20]([N:23]4[CH2:24][CH2:25][CH:26]([S:29][CH2:30][CH2:31][CH3:32])[CH2:27][CH2:28]4)[cH:21][cH:22]3)[CH2:15][CH2:16]2)[cH:9][cH:10]1)[OH:33]. Starting materials: C1COCCO1, Cl, CC(C)(C)OC(=O)NC(Cc1cccs1)C(=O)N1CCN(c2nc3ccccc3o2)CC1. The product is Cl, NC(Cc1cccs1)C(=O)N1CCN(c2nc3ccccc3o2)CC1. RXN SMILES: [CH2:34]1[O:35][CH2:36][CH2:37][O:38][CH2:39]1.[ClH:33].[o:1]1[c:2]([N:10]2[CH2:11][CH2:12][N:13]([C:16]([CH:17]([CH2:18][c:19]3[s:20][cH:21][cH:22][cH:23]3)[NH:24][C:25](=[O:26])[O:27][C:28]([CH3:29])([CH3:30])[CH3:31])=[O:32])[CH2:14][CH2:15]2)[n:3][c:4]2[c:5]1[cH:6][cH:7][cH:8][cH:9]2>>[ClH:33].[o:1]1[c:2]([N:10]2[CH2:11][CH2:12][N:13]([C:16]([CH:17]([CH2:18][c:19]3[s:20][cH:21][cH:22][cH:23]3)[NH2:24])=[O:32])[CH2:14][CH2:15]2)[n:3][c:4]2[c:5]1[cH:6][cH:7][cH:8][cH:9]2. Reactants: C(C)C(CC1CCCCN=C1OC)CC (6-(2-ethylbutyl)-3,4,5,6-tetrahydro-7-methoxy-2H-azepine), [Cl-].[NH4+] (ammonium chloride), title material. Run in CO (MeOH). Product: Cl.C(C)C(CC1C(NCCCC1)=N)CC (3-(2-ethylbutyl)hexahydro-1H-azepin-2-imine, monohydrochloride). RXN SMILES: [CH2:1]([CH:3]([CH2:14][CH3:15])[CH2:4][CH:5]1[C:11](OC)=[N:10][CH2:9][CH2:8][CH2:7][CH2:6]1)[CH3:2].[Cl-:16].[NH4+:17]>CO>[ClH:16].[CH2:1]([CH:3]([CH2:14][CH3:15])[CH2:4][CH:5]1[CH2:6][CH2:7][CH2:8][CH2:9][NH:10][C:11]1=[NH:17])[CH3:2] |f:1.2,4.5|. Procedure: The product of EXAMPLE 195 in MeOH is reacted with ammonium chloride by the method of EXAMPLE 27 to generate the title material. Reported procedure: Prepared analogously to Example 1 from 1-(4-isopropylsulphonyloxy-phenoxy)-2,3-epoxypropane and 6-[1-(2-aminoethyl)-2-methyl-benzimidazol-5-yl]-4,5-dihydro-3(2H)-pyridazinone. RXN SMILES: [CH:1]([S:4]([O:7][C:8]1[CH:18]=[CH:17][C:11]([O:12][CH2:13][CH:14]2[O:16][CH2:15]2)=[CH:10][CH:9]=1)(=[O:6])=[O:5])([CH3:3])[CH3:2].[NH2:19][CH2:20][CH2:21][N:22]1[C:26]2[CH:27]=[CH:28][C:29]([C:31]3[CH2:32][CH2:33][C:34](=[O:37])[NH:35][N:36]=3)=[CH:30][C:25]=2[N:24]=[C:23]1[CH3:38]>>[CH:1]([S:4]([O:7][C:8]1[CH:18]=[CH:17][C:11]([O:12][CH2:13][CH:14]([OH:16])[CH2:15][NH:19][CH2:20][CH2:21][N:22]2[C:26]3[CH:27]=[CH:28][C:29]([C:31]4[CH2:32][CH2:33][C:34](=[O:37])[NH:35][N:36]=4)=[CH:30][C:25]=3[N:24]=[C:23]2[CH3:38])=[CH:10][CH:9]=1)(=[O:6])=[O:5])([CH3:3])[CH3:2]. The product is C(C)(C)S(=O)(=O)OC1=CC=C(OCC(CNCCN2C(=NC3=C2C=CC(=C3)C=3CCC(NN3)=O)C)O)C=C1 (6-[1-[2-[3-(4-Isopropylsulphonyloxy-phenoxy)-2-hydroxypropylamino]ethyl]-2-methyl-benzimidazol-5-yl]-4,5-dihydro-3(2H)-pyridazinone). Starting materials: C(C)(C)S(=O)(=O)OC1=CC=C(OCC2CO2)C=C1 (1-(4-isopropylsulphonyloxy-phenoxy)-2,3-epoxypropane), NCCN1C(=NC2=C1C=CC(=C2)C=2CCC(NN2)=O)C (6-[1-(2-aminoethyl)-2-methyl-benzimidazol-5-yl]-4,5-dihydro-3(2H)-pyridazinone). Reactants: C(C)(C)(C)OC(COC1=CC(=CC=C1)CNCC1=CC=C(C=C1)N1N=CC=C1)=O ({3-[(4-pyrazol-1-yl-benzylamino)-methyl]-phenoxy}-acetic acid tert-butyl ester), ClC1=CC=C(S1)S(=O)(=O)Cl (5-chlorothiophene-2-sulfonyl chloride), S(=O)(=O)(Cl)Cl (sulfonyl chloride). The solvent is C(Cl)Cl (CH2Cl2). Product: C(C)(C)(C)OC(COC1=CC(=CC=C1)CN(CC1=CC=C(C=C1)N1N=CC=C1)S(=O)(=O)C=1SC(=CC1)Cl)=O ((3-{[(5-Chloro-thiophene-2-sulfonyl)-(4-pyrazol-1-yl-benzyl)-amino]-methyl}-phenoxy)-acetic acid tert-butyl ester). As a reaction SMILES: [C:1]([O:5][C:6](=[O:29])[CH2:7][O:8][C:9]1[CH:14]=[CH:13][CH:12]=[C:11]([CH2:15][NH:16][CH2:17][C:18]2[CH:23]=[CH:22][C:21]([N:24]3[CH:28]=[CH:27][CH:26]=[N:25]3)=[CH:20][CH:19]=2)[CH:10]=1)([CH3:4])([CH3:3])[CH3:2].[Cl:30][C:31]1[S:35][C:34]([S:36](Cl)(=[O:38])=[O:37])=[CH:33][CH:32]=1.S(Cl)(Cl)(=O)=O>C(Cl)Cl>[C:1]([O:5][C:6](=[O:29])[CH2:7][O:8][C:9]1[CH:14]=[CH:13][CH:12]=[C:11]([CH2:15][N:16]([S:36]([C:34]2[S:35][C:31]([Cl:30])=[CH:32][CH:33]=2)(=[O:38])=[O:37])[CH2:17][C:18]2[CH:19]=[CH:20][C:21]([N:24]3[CH:28]=[CH:27][CH:26]=[N:25]3)=[CH:22][CH:23]=2)[CH:10]=1)([CH3:4])([CH3:2])[CH3:3]. Reported procedure: The title compound of Step A was prepared following the method described in Step A of Example 13w from {3-[(4-pyrazol-1-yl-benzylamino)-methyl]-phenoxy}-acetic acid tert-butyl ester, prepared in Step A of Example 13a, and 5-chlorothiophene-2-sulfonyl chloride with the following exception. The sulfonyl chloride was dissolved in CH2Cl2 (1 mL) and 0.28 mL was added to the reaction mixture. MS 574 (M+).